This data is from the Open Reaction Database (ORD), a public repository of structured organic reaction records. The task is: describe an organic reaction: reactants, conditions, products, and yield The reactants are NC=1C=C(C#N)C=CC1 (3-aminobenzonitrile), Cl.NO (hydroxylamine hydrochloride), C([O-])([O-])=O.[K+].[K+] (potassium carbonate). Solvent: C(C)O (ethanol). The product is NC=1C=C(C=CC1)C(NO)=N (3-Amino-N-hydroxybenzenecarboximidamide). Isolated yield 103.5%. Reaction SMILES: [NH2:1][C:2]1[CH:3]=[C:4]([CH:7]=[CH:8][CH:9]=1)[C:5]#[N:6].Cl.[NH2:11][OH:12].C(=O)([O-])[O-].[K+].[K+]>C(O)C>[NH2:1][C:2]1[CH:3]=[C:4]([C:5](=[NH:6])[NH:11][OH:12])[CH:7]=[CH:8][CH:9]=1 |f:1.2,3.4.5|. Reported procedure: To a stirred solution of 3-aminobenzonitrile (4.0 g) (available from Aldrich) in ethanol (100 ml) was added hydroxylamine hydrochloride (4.7 g) and potassium carbonate (14.0 g) and the mixture heated under reflux for 22 h. After cooling to room temperature the mixture was filtered through ‘hyflo’ filter aid, the residue washed with ethanol, and the filtrates concentrated in vacuo to give the title compound as a viscous oil (5.3 g). Reactants: BrC(Br)(Br)Br, O=C([O-])O, ClCCl, [Na+], c1ccc(P(c2ccccc2)c2ccccc2)cc1, O=Cc1ccc(-c2ccccc2)cc1. Yields the product BrC(Br)=Cc1ccc(-c2ccccc2)cc1. RXN SMILES: [Br:1][C:2]([Br:3])([Br:4])[Br:5].[C:39](=[O:40])([O-:41])[OH:42].[CH2:44]([Cl:45])[Cl:46].[Na+:43].[c:20]1([P:21]([c:22]2[cH:23][cH:24][cH:25][cH:26][cH:27]2)[c:28]2[cH:29][cH:30][cH:31][cH:32][cH:33]2)[cH:34][cH:35][cH:36][cH:37][cH:38]1.[c:6]1(-[c:14]2[cH:15][cH:16][cH:17][cH:18][cH:19]2)[cH:7][cH:8][c:9]([CH:12]=[O:13])[cH:10][cH:11]1>>[Br:1][C:2]([Br:5])=[CH:12][c:9]1[cH:8][cH:7][c:6](-[c:14]2[cH:15][cH:16][cH:17][cH:18][cH:19]2)[cH:11][cH:10]1.